This data is from the Open Reaction Database (ORD), a public repository of structured organic reaction records. The task is: describe an organic reaction: reactants, conditions, products, and yield The reactants are O1CC(C1)C=1C=C(C=CC1)CCOS(=O)(=O)C1=CC=C(C=C1)C (toluene-4-sulfonic acid 2-(3-oxetan-3-yl-phenyl)-ethyl ester), [Na+].[Cl-] (NaCl), COC(=O)C1(CCC(CC1)C(F)(F)F)NC(C1=CC(=C(C=C1)OC)O)=O (1-(3-Hydroxy-4-methoxy-benzoylamino)-4-trifluoromethyl-cyclohexanecarboxylic acid methyl ester), O1CC(C1)C=1C=C(C=CC1)CCOS(=O)(=O)C1=CC=C(C=C1)C (toluene-4-sulfonic acid 2-(3-oxetan-3-yl-phenyl)-ethyl ester), C(=O)([O-])[O-].[K+].[K+] (K2CO3). Run in CC(OCC)=O (EA), CN(C)C=O (DMF). Run at temperature 40 celsius, time 8 hour. The product is COC(=O)C1(CCC(CC1)C(F)(F)F)NC(C1=CC(=C(C=C1)OC)OCCC1=CC(=CC=C1)C1COC1)=O (1-{4-Methoxy-3-[2-(3-oxetan-3-yl-phenyl)-ethoxy]-benzoylamino}-4-trifluoromethyl-cyclohexanecarboxylic acid methyl ester). Yield: 90.2%. RXN SMILES: [CH3:1][O:2][C:3]([C:5]1([NH:15][C:16](=[O:26])[C:17]2[CH:22]=[CH:21][C:20]([O:23][CH3:24])=[C:19]([OH:25])[CH:18]=2)[CH2:10][CH2:9][CH:8]([C:11]([F:14])([F:13])[F:12])[CH2:7][CH2:6]1)=[O:4].[O:27]1[CH2:30][CH:29]([C:31]2[CH:32]=[C:33]([CH2:37][CH2:38]OS(C3C=CC(C)=CC=3)(=O)=O)[CH:34]=[CH:35][CH:36]=2)[CH2:28]1.C([O-])([O-])=O.[K+].[K+].[Na+].[Cl-]>CC(=O)OCC.CN(C=O)C>[CH3:1][O:2][C:3]([C:5]1([NH:15][C:16](=[O:26])[C:17]2[CH:22]=[CH:21][C:20]([O:23][CH3:24])=[C:19]([O:25][CH2:38][CH2:37][C:33]3[CH:34]=[CH:35][CH:36]=[C:31]([CH:29]4[CH2:28][O:27][CH2:30]4)[CH:32]=3)[CH:18]=2)[CH2:6][CH2:7][CH:8]([C:11]([F:14])([F:13])[F:12])[CH2:9][CH2:10]1)=[O:4] |f:2.3.4,5.6|. Procedure: 60 mg of 1-(3-Hydroxy-4-methoxy-benzoylamino)-4-trifluoromethyl-cyclohexanecarboxylic acid methyl ester, 53 mg of toluene-4-sulfonic acid 2-(3-oxetan-3-yl-phenyl)-ethyl ester, and 66 mg of K2CO3 were added to 3 ml of DMF and the mixture was stirred for 8 h at 40° C. Then, 27 mg of toluene-4-sulfonic acid 2-(3-oxetan-3-yl-phenyl)-ethyl ester were added and stirring was continued for 8 h at 40° C. Then, 10 ml of EA and 15 ml of a half-saturated aqueous NaCl-solution were added. The layers were sep... The reactants are Cc1ccccc1, COC(=O)COc1ccc(C=O)cc1, Nc1ccc(I)cc1. The product is COC(=O)COc1ccc(C=Nc2ccc(I)cc2)cc1. Reaction SMILES: [CH3:23][c:24]1[cH:25][cH:26][cH:27][cH:28][cH:29]1.[CH:1](=[O:2])[c:3]1[cH:4][cH:5][c:6]([O:7][CH2:8][C:9](=[O:10])[O:11][CH3:12])[cH:13][cH:14]1.[I:15][c:16]1[cH:17][cH:18][c:19]([NH2:20])[cH:21][cH:22]1>>[CH:1]([c:3]1[cH:4][cH:5][c:6]([O:7][CH2:8][C:9](=[O:10])[O:11][CH3:12])[cH:13][cH:14]1)=[N:20][c:19]1[cH:18][cH:17][c:16]([I:15])[cH:22][cH:21]1. Procedure: To a solution of L-Phenylalanine cyclohexylamide (2.5 g, 10.1 mmol) in tetrahydrofuran (25 mL) was added 1,3-propanesultone (1.17 g, 9.7 mmol). The solution was stirred at reflux for 2 hours. It was cooled to room temperature. The solid was collected by filtration, washed with acetone (2×25 mL) and dried in the vacuum oven (50° C.), affording the title compound (1.39 g, 39%). 1H NMR (D2O, 500 MHz) δ ppm 7.21 (m, 3H), 7.08 (m, 2H), 4.42 (m, 0.5H), 3.83 (m, 1H). 3.29 (m, 1H), 3.15 (m, 1H), 3.02 (m... Starting materials: C1(CCCCC1)NC([C@@H](N)CC1=CC=CC=C1)=O (L-Phenylalanine cyclohexylamide), C1COS(=O)(=O)C1 (1,3-propanesultone). Yields the product C(C1=CC=CC=C1)[C@@H](C(=O)NC1CCCCC1)NCCCS(=O)(=O)O (3-{[(1S)-1-benzyl-2-(cyclohexylamino)-2-oxoethyl]amino}-1-propanesulfonic acid). Solvent: O1CCCC1 (tetrahydrofuran). Yield: 38.9%. Reaction SMILES: [CH:1]1([NH:7][C:8](=[O:18])[C@H:9]([CH2:11][C:12]2[CH:17]=[CH:16][CH:15]=[CH:14][CH:13]=2)[NH2:10])[CH2:6][CH2:5][CH2:4][CH2:3][CH2:2]1.[CH2:19]1[CH2:25][S:22](=[O:24])(=[O:23])[O:21][CH2:20]1>O1CCCC1>[CH2:11]([C@H:9]([NH:10][CH2:20][CH2:19][CH2:25][S:22]([OH:24])(=[O:23])=[O:21])[C:8]([NH:7][CH:1]1[CH2:6][CH2:5][CH2:4][CH2:3][CH2:2]1)=[O:18])[C:12]1[CH:13]=[CH:14][CH:15]=[CH:16][CH:17]=1. The reactants are N (ammonia), ice, FC(OC1=CC=CC=C1)(F)F (trifluoromethoxybenzene), C=O (paraformaldehyde), CO (methanol), Cl (hydrogen chloride). Yields the product ClCC1=CC=C(C=C1)OC(F)(F)F (4-Chloromethyl-1-trifluoromethoxybenzene). Reaction SMILES: [F:1][C:2]([F:11])([F:10])[O:3][C:4]1[CH:9]=[CH:8][CH:7]=[CH:6][CH:5]=1.C=O.[ClH:14].N.[CH3:16]O>>[Cl:14][CH2:16][C:7]1[CH:8]=[CH:9][C:4]([O:3][C:2]([F:10])([F:11])[F:1])=[CH:5][CH:6]=1. Procedure details: 200 g of trifluoromethoxybenzene and 48 g of paraformaldehyde were dissolved in 500 ml of methanol, and dry hydrogen chloride gas was introduced at 60° C. for 7 hours. The waste gases were, via a reflux condenser, passed into aqueous ammonia. The reaction mixture was then poured onto 1,000 g of ice and extracted twice with in each case 300 ml of methyl tert-butyl ether. The combined extracts were washed with 100 ml of water and then with 100 ml of sodium bicarbonate solution and subsequently con... The reactants are CC[SiH](CC)CC, CC(C)n1ncnc1-c1cn2c(n1)-c1ccc(N3CCCC3C(=O)OC(C)(C)C)cc1OCC2, ClCCl, O=C(O)C(F)(F)F. Yields the product CC(C)n1ncnc1-c1cn2c(n1)-c1ccc(N3CCCC3C(=O)O)cc1OCC2. As a reaction SMILES: [CH2:42]([SiH:43]([CH2:44][CH3:45])[CH2:46][CH3:47])[CH3:48].[CH:8]([CH3:9])([CH3:10])[n:11]1[n:12][cH:13][n:14][c:15]1-[c:16]1[n:17][c:18]2[n:19]([cH:41]1)[CH2:20][CH2:21][O:22][c:23]1[c:24]-2[cH:25][cH:26][c:27]([N:29]2[CH:30]([C:34](=[O:35])[O:36][C:37]([CH3:38])([CH3:39])[CH3:40])[CH2:31][CH2:32][CH2:33]2)[cH:28]1.[Cl:49][CH2:50][Cl:51].[OH:1][C:2]([C:3]([F:4])([F:5])[F:6])=[O:7]>>[CH:8]([CH3:9])([CH3:10])[n:11]1[n:12][cH:13][n:14][c:15]1-[c:16]1[n:17][c:18]2[n:19]([cH:41]1)[CH2:20][CH2:21][O:22][c:23]1[c:24]-2[cH:25][cH:26][c:27]([N:29]2[CH:30]([C:34](=[O:35])[OH:36])[CH2:31][CH2:32][CH2:33]2)[cH:28]1. Reactants: solution, S([O-])(O)=O.[Na+] (sodium bisulfite), FC(C(=O)NC(C)=C(C(=O)OCC)C1=CC=CC=C1)(F)F (Ethyl α-[1-[(trifluoroacetyl)-amino]-ethylidene]-benzene acetate). Procedure details: 16.5 g of the product of Step A were dissolved in 15.6 ml of trimethylsilane iodide and after 16 hours of reflux, the solution was poured into 200 ml of a solution of sodium bisulfite and then was extracted with ether. The extracts were washed with water, dried and concentrated to dryness under reduced pressure to obtain 11.7 g of the expected product which after crystallization from heptane melted at 174° C. Reaction SMILES: [F:1][C:2]([F:21])([F:20])[C:3]([NH:5][C:6](=[C:8]([C:14]1[CH:19]=[CH:18][CH:17]=[CH:16][CH:15]=1)[C:9]([O:11]CC)=[O:10])[CH3:7])=[O:4].S(=O)(O)[O-].[Na+]>[I-].C[SiH](C)C>[F:1][C:2]([F:20])([F:21])[C:3]([NH:5][C:6](=[C:8]([C:14]1[CH:19]=[CH:18][CH:17]=[CH:16][CH:15]=1)[C:9]([OH:11])=[O:10])[CH3:7])=[O:4] |f:1.2,3.4|. Product: FC(C(=O)NC(C)=C(C(=O)O)C1=CC=CC=C1)(F)F (α-[1-[(trifluoroacetyl)-amino]-ethylidene]-benzene acetic acid). Yield: 78.2%. Solvent: [I-].C[SiH](C)C (trimethylsilane iodide).